This data is from the Open Reaction Database (ORD), a public repository of structured organic reaction records. The task is: describe an organic reaction: reactants, conditions, products, and yield The reactants are CCOC(=O)CC(=O)OCC, COCCOC, Cc1cnc(Cl)c([N+](=O)[O-])c1, Cl, [H-], [Na+], O. Yields the product CCOC(=O)C(C(=O)OCC)c1ncc(C)cc1[N+](=O)[O-]. Reaction SMILES: [C:1]([CH2:2][C:3](=[O:4])[O:5][CH2:6][CH3:7])(=[O:8])[O:9][CH2:10][CH3:11].[CH3:26][O:27][CH2:28][CH2:29][O:30][CH3:31].[Cl:14][c:15]1[n:16][cH:17][c:18]([CH3:24])[cH:19][c:20]1[N+:21](=[O:22])[O-:23].[ClH:25].[H-:13].[Na+:12].[OH2:32]>>[C:1]([CH:2]([C:3](=[O:4])[O:5][CH2:6][CH3:7])[c:15]1[n:16][cH:17][c:18]([CH3:24])[cH:19][c:20]1[N+:21](=[O:22])[O-:23])(=[O:8])[O:9][CH2:10][CH3:11]. Reaction SMILES: [C:1]1(C)[CH:6]=[CH:5][CH:4]=[CH:3][CH:2]=1.[O:8]1[C:12]2[CH:13]=[CH:14][C:15]([NH2:17])=[CH:16][C:11]=2[O:10][CH2:9]1.[NH:18]1[C:22]2C=CC=C[C:21]=2[N:20]=[N:19]1.C(=O)C>CCCCCC>[N:18]1([CH:22]([NH:17][C:15]2[CH:14]=[CH:13][C:12]3[O:8][CH2:9][O:10][C:11]=3[CH:16]=2)[CH3:21])[C:6]2[CH:5]=[CH:4][CH:3]=[CH:2][C:1]=2[N:20]=[N:19]1. Reactants: C1(=CC=CC=C1)C (toluene), C(C)=O (acetoaldehyde), N1N=NC2=C1C=CC=C2 (benzotriazole), C1(=CC=CC=C1)C (toluene), O1COC2=C1C=CC(=C2)N (benzo[d][1,3]dioxol-5-amine), C1(=CC=CC=C1)C (toluene). Procedure details: [Step 1] 10 mL of a toluene suspension containing 1.4 g (10 mmol) of benzo[d][1,3]dioxol-5-amine were added to 10 mL of a toluene suspension containing 1.2 g (10 mmol) of benzotriazole followed by stirring. 10 mL of a toluene solution containing 0.62 mL (11 mmol) of acetoaldehyde were dropped therein followed by stirring for 18 hours at room temperature. Following completion of the reaction, 10 mL of n-hexane were added followed by filtering out the solid. The solid was washed with n-hexane and ... Solvent: CCCCCC (n-hexane). Yields the product N1(N=NC2=C1C=CC=C2)C(C)NC2=CC1=C(OCO1)C=C2 (N-[1-(1H-benzo[d][1,2,3]triazol-1-yl)ethyl]benzo[d][1,3]dioxol-5-amine). Starting materials: COC(=O)NC(C(=O)N1CC(C)CC1c1nc2ccc3cc4c(cc3c2[nH]1)OCc1cc(-c2cnc(C3CCCN3C(=O)OC(C)(C)C)[nH]2)ccc1-4)C(C)C, COC(=O)NC(C(=O)O)c1ccccc1, CO, CCOC(C)=O, CO, CCN(C(C)C)C(C)C, ClCCl, Cl, CN(C)C=O. Product: COC(=O)NC(C(=O)N1CCCC1c1ncc(-c2ccc3c(c2)COc2cc4c(ccc5nc(C6CC(C)CN6C(=O)C(NC(=O)OC)C(C)C)[nH]c54)cc2-3)[nH]1)c1ccccc1. As a reaction SMILES: [CH3:1][O:2][C:3](=[O:4])[NH:5][CH:6]([CH:7]([CH3:8])[CH3:9])[C:10](=[O:11])[N:12]1[CH:13]([c:18]2[n:19][c:20]3[c:21]([nH:22]2)[c:23]2[cH:24][c:25]4[c:26]([cH:27][c:28]2[cH:29][cH:30]3)-[c:31]2[cH:32][cH:33][c:34](-[c:39]3[cH:40][n:41][c:42]([CH:44]5[N:45]([C:49](=[O:50])[O:51][C:52]([CH3:53])([CH3:54])[CH3:55])[CH2:46][CH2:47][CH2:48]5)[nH:43]3)[cH:35][c:36]2[CH2:37][O:38]4)[CH2:14][CH:15]([CH3:17])[CH2:16]1.[CH3:57][O:58][C:59](=[O:60])[NH:61][CH:62]([C:63]([OH:64])=[O:65])[c:66]1[cH:67][cH:68][cH:69][cH:70][cH:71]1.[CH3:84][OH:85].[CH3:86][CH2:87][O:88][C:89]([CH3:90])=[O:91].[CH3:97][OH:98].[CH:72]([N:73]([CH2:74][CH3:75])[CH:76]([CH3:77])[CH3:78])([CH3:79])[CH3:80].[Cl:81][CH2:82][Cl:83].[ClH:56].[O:92]=[CH:93][N:94]([CH3:95])[CH3:96]>>[CH3:1][O:2][C:3](=[O:4])[NH:5][CH:6]([CH:7]([CH3:8])[CH3:9])[C:10](=[O:11])[N:12]1[CH:13]([c:18]2[n:19][c:20]3[c:21]([nH:22]2)[c:23]2[cH:24][c:25]4[c:26]([cH:27][c:28]2[cH:29][cH:30]3)-[c:31]2[cH:32][cH:33][c:34](-[c:39]3[cH:40][n:41][c:42]([CH:44]5[N:45]([C:49](=[O:50])[CH:62]([NH:61][C:59]([O:58][CH3:57])=[O:60])[c:66]6[cH:67][cH:68][cH:69][cH:70][cH:71]6)[CH2:46][CH2:47][CH2:48]5)[nH:43]3)[cH:35][c:36]2[CH2:37][O:38]4)[CH2:14][CH:15]([CH3:17])[CH2:16]1. The reactants are Clc1cccc2nncn12, Nc1ncc(Br)cc1O. Product: Nc1ncc(Br)cc1Oc1cccc2nncn12. RXN SMILES: [Cl:10][c:11]1[cH:12][cH:13][cH:14][c:15]2[n:16]1[cH:17][n:18][n:19]2.[NH2:1][c:2]1[n:3][cH:4][c:5]([Br:9])[cH:6][c:7]1[OH:8]>>[NH2:1][c:2]1[n:3][cH:4][c:5]([Br:9])[cH:6][c:7]1[O:8][c:11]1[cH:12][cH:13][cH:14][c:15]2[n:16]1[cH:17][n:18][n:19]2. Reactants: FC1=CC2=C(C(=NO2)C2CCN(CC2)CCN2C(N(CC2)C2=CC=CC=C2)=O)C=C1 (1-{2-[4-(6-Fluoro-1,2-benzisoxazol-3-yl)piperid-1-yl]ethyl}-3-phenylimidazolidin-2-one), ClC1=C(C(=CC=C1)Cl)N=C=O (2,6-dichlorophenyl isocyanate), Cl (hydrochloride). The product is FC1=CC2=C(C(=NO2)C2CCN(CC2)CCN2C(N(CC2)C2=C(C=CC=C2Cl)Cl)=O)C=C1 (1-{2-[4-(6-Fluoro-1,2-benzisoxazol-3-yl)piperid-1-yl]ethyl}-3-(2,6-dichlorophenyl)imidazolidin-2-one). As a reaction SMILES: [F:1][C:2]1[CH:30]=[CH:29][C:5]2[C:6]([CH:9]3[CH2:14][CH2:13][N:12]([CH2:15][CH2:16][N:17]4[CH2:21][CH2:20]N(C5C=CC=CC=5)C4=O)[CH2:11][CH2:10]3)=[N:7][O:8][C:4]=2[CH:3]=1.[Cl:31][C:32]1[CH:37]=[CH:36][CH:35]=[C:34]([Cl:38])[C:33]=1[N:39]=[C:40]=[O:41].Cl>>[F:1][C:2]1[CH:30]=[CH:29][C:5]2[C:6]([CH:9]3[CH2:14][CH2:13][N:12]([CH2:15][CH2:16][N:17]4[CH2:21][CH2:20][N:39]([C:33]5[C:32]([Cl:31])=[CH:37][CH:36]=[CH:35][C:34]=5[Cl:38])[C:40]4=[O:41])[CH2:11][CH2:10]3)=[N:7][O:8][C:4]=2[CH:3]=1. Procedure: This product is obtained in the same manner as the compound of Example 5, but with replacement of the phenyl isocyanate by 2,6-dichlorophenyl isocyanate in Step 1 of the synthesis. The hydrochloride of the title compound melts at 237°-241° C. Reactants: ClC1=C(C(=O)C2=CC=C(N2)C(=O)O)C=C(C=C1)[N+](=O)[O-] (5-(2-Chloro-5-nitro-benzoyl)-1H-pyrrole-2-carboxylic acid), NC=1C=C(C=CC1)O (3-amino-phenol), ClC1=C(C(=O)C2=CC=C(N2)C(=O)Cl)C=C(C=C1)[N+](=O)[O-] (5-(2-chloro-5-nitro-benzoyl)-1H-pyrrole-2-carbonyl chloride), C(C(=O)Cl)(=O)Cl (oxalyl chloride). Yields the product OC=1C=C(C=CC1)NC(=O)C=1NC(=CC1)C(C1=C(C=CC(=C1)[N+](=O)[O-])Cl)=O (5-(2-chloro-5-nitro-benzoyl)-1H-pyrrole-2-carboxylic acid (3-hydroxy-phenyl)-amide). Isolated yield 51.6%. RXN SMILES: [Cl:1][C:2]1[CH:17]=[CH:16][C:15]([N+:18]([O-:20])=[O:19])=[CH:14][C:3]=1[C:4]([C:6]1[NH:10][C:9]([C:11]([OH:13])=O)=[CH:8][CH:7]=1)=[O:5].ClC1C=CC([N+]([O-])=O)=CC=1C(C1NC(C(Cl)=O)=CC=1)=O.C(Cl)(=O)C(Cl)=O.[NH2:47][C:48]1[CH:49]=[C:50]([OH:54])[CH:51]=[CH:52][CH:53]=1>>[OH:54][C:50]1[CH:49]=[C:48]([NH:47][C:11]([C:9]2[NH:10][C:6]([C:4](=[O:5])[C:3]3[CH:14]=[C:15]([N+:18]([O-:20])=[O:19])[CH:16]=[CH:17][C:2]=3[Cl:1])=[CH:7][CH:8]=2)=[O:13])[CH:53]=[CH:52][CH:51]=1. Procedure details: 5-(2-Chloro-5-nitro-benzoyl)-1H-pyrrole-2-carboxylic acid (200 mg) (Example 63) was converted to 5-(2-chloro-5-nitro-benzoyl)-1H-pyrrole-2-carbonyl chloride using oxalyl chloride at room temperature for one hour. It was then condensed with 3-amino-phenol (170 mg, 1.7 eq.) and TEA at room temperature for 1.5 hrs to give 135 mg of 5-(2-chloro-5-nitro-benzoyl)-1H-pyrrole-2-carboxylic acid (3-hydroxy-phenyl)-amide. Reactants: [C-]#N.[K+] (potassium cyanide), COC(=O)C12C(CCC2C1)=O (2-oxo-bicyclo [3.1.0] hexane-1-carboxylic acid methyl ester). The solvent is CN(P(N(C)C)(N(C)C)=O)C (hexamethylphosphoric triamide). Reaction conditions: time 24 hour. The product is COC(=O)C1C(CCC1CC#N)=O (5-cyanomethyl-2-oxo-cyclopentanecarboxylic acid methyl ester). The yield is 55.2%. RXN SMILES: [C-:1]#[N:2].[K+].[CH3:4][O:5][C:6]([C:8]12[CH2:13][CH:12]1[CH2:11][CH2:10][C:9]2=[O:14])=[O:7]>CN(C)P(=O)(N(C)C)N(C)C>[CH3:4][O:5][C:6]([CH:8]1[CH:12]([CH2:13][C:1]#[N:2])[CH2:11][CH2:10][C:9]1=[O:14])=[O:7] |f:0.1|. Procedure details: In argon atmosphere, potassium cyanide (260 mg, 4 mmol) and 2-oxo-bicyclo [3.1.0] hexane-1-carboxylic acid methyl ester (462 mg, 3 mmol) were added to hexamethylphosphoric triamide (3 ml). The mixture was stirred at the room temperature for 24 hours and was treated in accordance with the process of Preparation 4 to obtain 300 mg of 5-cyanomethyl-2-oxo-cyclopentanecarboxylic acid methyl ester. Yield: 55%. The reactants are CCOC(C)=O, CCO, CCOC(=O)c1cc([N+](=O)[O-])cn1C, O=C[O-], O=C=Nc1ccc(OC(F)(F)F)cc1, [NH4+], [Pd]. Yields the product CCOC(=O)c1cc(NC(=O)Nc2ccc(OC(F)(F)F)cc2)cn1C. Reaction SMILES: [C:36]([O:37][CH2:38][CH3:39])(=[O:40])[CH3:41].[CH2:33]([OH:34])[CH3:35].[CH3:1][n:2]1[c:3]([C:10](=[O:11])[O:12][CH2:13][CH3:14])[cH:4][c:5]([N+:7]([O-:8])=[O:9])[cH:6]1.[CH:15]([O-:16])=[O:17].[F:19][C:20]([O:21][c:22]1[cH:23][cH:24][c:25]([N:28]=[C:29]=[O:30])[cH:26][cH:27]1)([F:31])[F:32].[NH4+:18].[Pd:42]>>[CH3:1][n:2]1[c:3]([C:10](=[O:11])[O:12][CH2:13][CH3:14])[cH:4][c:5]([NH:7][C:29]([NH:28][c:25]2[cH:24][cH:23][c:22]([O:21][C:20]([F:19])([F:31])[F:32])[cH:27][cH:26]2)=[O:30])[cH:6]1. Reactants: CC(=O)C1=C(C=CC(=C1)Br)O (5-bromo-2-hydroxyacetophenone), [Cu](C#N)C#N (copper cyanide), CCOCC (ether). The solvent is CN(C)C=O (DMF). Run at temperature 160 celsius. Product: C(C)(=O)C=1C=C(C#N)C=CC1O (3-Acetyl-4-hydroxy-benzonitrile). Isolated yield 70.1%. RXN SMILES: [CH3:1][C:2]([C:4]1[CH:9]=[C:8](Br)[CH:7]=[CH:6][C:5]=1[OH:11])=[O:3].[Cu](C#N)[C:13]#[N:14].CCOCC>CN(C=O)C>[C:2]([C:4]1[CH:9]=[C:8]([CH:7]=[CH:6][C:5]=1[OH:11])[C:13]#[N:14])(=[O:3])[CH3:1]. Procedure details: A solution of 5-bromo-2-hydroxyacetophenone (11, 10.00 g, 46.5 mmoles) in anhydrous DMF (25 mL) was mixed with copper cyanide (6.25 g, 69.75 mmoles) and the resulting reaction mixture was heated for about 8 to 16 hours at a temperature of about 160° C. The reaction mixture was cooled to room temperature and mixed with ether, the ether mixture was filtered through celite and the filtrate concentrated to afford a solid which was purified by flash column chromatography through silica using Hexane/E...